Task: describe an organic reaction: reactants, conditions, products, and yield. Dataset: the Open Reaction Database (ORD), a public repository of structured organic reaction records The reactants are CO, O=[N+]([O-])c1ccc(OCCN2CCCC2)cc1F. Product: Nc1ccc(OCCN2CCCC2)cc1F. As a reaction SMILES: [CH3:19][OH:20].[F:1][c:2]1[cH:3][c:4]([O:5][CH2:6][CH2:7][N:8]2[CH2:9][CH2:10][CH2:11][CH2:12]2)[cH:13][cH:14][c:15]1[N+:16]([O-:17])=[O:18]>>[F:1][c:2]1[cH:3][c:4]([O:5][CH2:6][CH2:7][N:8]2[CH2:9][CH2:10][CH2:11][CH2:12]2)[cH:13][cH:14][c:15]1[NH2:16]. Reactants: FC(S(=O)(=O)OS(=O)(=O)C(F)(F)F)(F)F (Trifluoromethanesulfonic anhydride), O (water), ClCCCl (1,2-DCE), O (water), C(C)(C)(C)C1=NC(=CC=C1)C(C)(C)C (2,6-di-tert-butylpyridine), FC1=C(C=CC(=C1)C)C=1SC2=NC(=CC=C2N1)C(=C)C1=CC=CC=C1 (2-(2-fluoro-4-methylphenyl)-5-(1-phenylvinyl)thiazolo[5,4-b]pyridine), ClCCCl (DCE). Reaction conditions: temperature -17 celsius, time 5 minute. Product: FC=1C=C(CN2CC(C2)C(=O)O)C=CC1C=1SC2=NC(=CC=C2N1)C1(CCC1)C1=CC=CC=C1 (1-(3-fluoro-4-(5-(1-phenylcyclobutyl)thiazolo[5,4-b]pyridine-2-yl)benzyl)azetidine-3-carboxylic acid). Reaction SMILES: FC(F)(F)S(OS(C(F)(F)F)(=O)=O)(=O)=[O:4].C(C1C=CC=[C:22]([C:26]([CH3:29])([CH3:28])C)[N:21]=1)(C)(C)C.[F:30][C:31]1[CH:36]=[C:35]([CH3:37])[CH:34]=[CH:33][C:32]=1[C:38]1[S:39][C:40]2[C:45]([N:46]=1)=[CH:44][CH:43]=[C:42]([C:47]([C:49]1[CH:54]=[CH:53][CH:52]=[CH:51][CH:50]=1)=[CH2:48])[N:41]=2.[OH2:55].Cl[CH2:57][CH2:58]Cl>>[F:30][C:31]1[CH:36]=[C:35]([CH:34]=[CH:33][C:32]=1[C:38]1[S:39][C:40]2[C:45]([N:46]=1)=[CH:44][CH:43]=[C:42]([C:47]1([C:49]3[CH:50]=[CH:51][CH:52]=[CH:53][CH:54]=3)[CH2:58][CH2:57][CH2:48]1)[N:41]=2)[CH2:37][N:21]1[CH2:22][CH:26]([C:28]([OH:4])=[O:55])[CH2:29]1. Procedure: A solution of N,Ndimethylacetamide (0.320 mL, 3.46 mmol) in 30 mL anhyd. 1,2-DCE in a 3-neck flask under argon fitted with addition funnel was cooled to −17° C. with ice/salt. Trifluoromethanesulfonic anhydride (0.679 mL, 4.04 mmol) was added over 2 min by syringe, and the reaction mixture became yellow and the temperature rose to −13° C. After 5 min, a solution of 2,6-di-tert-butylpyridine (0.893 mL, 4.04 mmol) and 2-(2-fluoro-4-methylphenyl)-5-(1-phenylvinyl)thiazolo[5,4-b]pyridine (1.00 g, 2.... Starting materials: Cc1ccccc1, CNc1ncccc1-c1c[nH]c2ncc(-c3cncc(C(=O)C(=O)N(C)C)c3)c(Cl)c12. The product is CNc1ncccc1-c1c[nH]c2ncc(-c3cncc(C(O)C(=O)N(C)C)c3)c(Cl)c12. As a reaction SMILES: [CH3:32][c:33]1[cH:34][cH:35][cH:36][cH:37][cH:38]1.[Cl:1][c:2]1[c:3]2[c:4]([n:5][cH:6][c:7]1-[c:8]1[cH:9][c:10]([C:14]([C:15](=[O:16])[N:17]([CH3:18])[CH3:19])=[O:20])[cH:11][n:12][cH:13]1)[nH:21][cH:22][c:23]2-[c:24]1[c:25]([NH:30][CH3:31])[n:26][cH:27][cH:28][cH:29]1>>[Cl:1][c:2]1[c:3]2[c:4]([n:5][cH:6][c:7]1-[c:8]1[cH:9][c:10]([CH:14]([C:15](=[O:16])[N:17]([CH3:18])[CH3:19])[OH:20])[cH:11][n:12][cH:13]1)[nH:21][cH:22][c:23]2-[c:24]1[c:25]([NH:30][CH3:31])[n:26][cH:27][cH:28][cH:29]1. Reactants: C(C)OC(CNC(=O)C=1C(SC2=CC(=CC=C2C1O)F)=O)=O ([(7-Fluoro-4-hydroxy-2-oxo-2H-thiochromene-3-carbonyl)-amino]-acetic acid ethyl ester), [OH-].[Na+] (Sodium hydroxide). Solvent: O1CCCC1 (tetrahydrofuran), CO (methanol). Reaction conditions: time 18 hour. Product: FC1=CC=C2C(=C(C(SC2=C1)=O)C(=O)NCC(=O)O)O ([(7-fluoro-4-hydroxy-2-oxo-2H-thiochromene-3-carbonyl)-amino]-acetic acid). Yield: 73.0%. As a reaction SMILES: C([O:3][C:4](=[O:22])[CH2:5][NH:6][C:7]([C:9]1[C:10](=[O:21])[S:11][C:12]2[C:17]([C:18]=1[OH:19])=[CH:16][CH:15]=[C:14]([F:20])[CH:13]=2)=[O:8])C.[OH-].[Na+]>O1CCCC1.CO>[F:20][C:14]1[CH:13]=[C:12]2[C:17]([C:18]([OH:19])=[C:9]([C:7]([NH:6][CH2:5][C:4]([OH:22])=[O:3])=[O:8])[C:10](=[O:21])[S:11]2)=[CH:16][CH:15]=1 |f:1.2|. Procedure: [(7-Fluoro-4-hydroxy-2-oxo-2H-thiochromene-3-carbonyl)-amino]-acetic acid ethyl ester (150 mg, 0.461 mmol) was dissolved in a mixture of tetrahydrofuran (5 mL) and methanol (5 mL). 1N Sodium hydroxide (1.85 mL) was added to the solution and the reaction was stirred overnight (18 h) at ambient temperature. The reaction was concentrated in vacuo and the residue dissolved in water, treated with 1N HCl to pH 3 to precipitate the product, which was collected via filtration and dried to yield [(7-fluo... The reactants are [H-].[Na+] (NaH), CC(CC)S (butane-2-thiol), ClC1=NC(=C(N=C1CC)C1=C(C=C(C=C1)OC)OC)CC (2-chloro-5-(2,4-dimethoxy-phenyl)-3,6-diethyl-pyrazine). The solvent is hexanes, C1CCOC1 (THF), C1CCOC1 (THF). Conditions: temperature 80 celsius, time 10 minute. The product is C(C)(CC)SC1=NC(=C(N=C1CC)C1=C(C=C(C=C1)OC)OC)CC (2-SEC-BUTYLSULFANYL-5-(2,4-DIMETHOXY-PHENYL)-3,6-DIETHYL-PYRAZINE). Yield: 50.4%. RXN SMILES: [H-].[Na+].[CH3:3][CH:4]([SH:7])[CH2:5][CH3:6].Cl[C:9]1[C:14]([CH2:15][CH3:16])=[N:13][C:12]([C:17]2[CH:22]=[CH:21][C:20]([O:23][CH3:24])=[CH:19][C:18]=2[O:25][CH3:26])=[C:11]([CH2:27][CH3:28])[N:10]=1>C1COCC1>[CH:4]([S:7][C:9]1[C:14]([CH2:15][CH3:16])=[N:13][C:12]([C:17]2[CH:22]=[CH:21][C:20]([O:23][CH3:24])=[CH:19][C:18]=2[O:25][CH3:26])=[C:11]([CH2:27][CH3:28])[N:10]=1)([CH2:5][CH3:6])[CH3:3] |f:0.1|. Reported procedure: NaH (60 mg, 1.5 mmol. 60% in mineral oil) is added to a solution of butane-2-thiol (170 μL, 1.5 mmol) in THF (5 mL). After 10 minutes, 2-chloro-5-(2,4-dimethoxy-phenyl)-3,6-diethyl-pyrazine (100 mg, 0.33 mmol) in THF (1 mL) is added dropwise, and the mixture heated at 80° C. (oil bath temperature) for 16 hours. After extractive work-up, preparative thin layer chromatography (hexanes) furnishes the title compound as a clear oil (60 mg, 51%). NMR (CDCl3, 400 MHz) H-1: 7.19 (1H, d, J=8.4 Hz), 6.58 ... The reactants are ClC1=C2C(NC=N1)=NC=C2 (4-chloro-1H-pyrrolo[2,3-d]pyrimidine), CN(C(OC(C)(C)C)=O)C1CCNCC1 (1,1-dimethylethyl methyl(4-piperidinyl)carbamate). The solvent is C(C)O (Ethanol). Product: CN(C(OC(C)(C)C)=O)C1CCN(CC1)C=1C2=C(N=CN1)NC=C2 (1,1-dimethylethyl methyl[1-(7H-pyrrolo[2,3-d]pyrimidin-4-yl)-4-piperidinyl]carbamate). RXN SMILES: Cl[C:2]1[N:7]=[CH:6][NH:5][C:4]2=[N:8][CH:9]=[CH:10][C:3]=12.[CH3:11][N:12]([CH:20]1[CH2:25][CH2:24][NH:23][CH2:22][CH2:21]1)[C:13](=[O:19])[O:14][C:15]([CH3:18])([CH3:17])[CH3:16]>C(O)C>[CH3:11][N:12]([CH:20]1[CH2:21][CH2:22][N:23]([C:2]2[C:3]3[CH:10]=[CH:9][NH:8][C:4]=3[N:5]=[CH:6][N:7]=2)[CH2:24][CH2:25]1)[C:13](=[O:19])[O:14][C:15]([CH3:18])([CH3:16])[CH3:17]. Procedure: a mixture of 4-chloro-1H-pyrrolo[2,3-d]pyrimidine (307 mg, 2 mmol, commercially available from e.g. Aldrich, Apollo or Matrix) and 1,1-dimethylethyl methyl(4-piperidinyl)carbamate (429 mg, 2.000 mmol, commercially available from e.g. Fluorochem, Astatech or Apollo)) in Ethanol (4 ml) was microwaved at 120° C. for 1 h on normal absorption. After evaporation of the solvent, the crude product was purified via MDAP using the High pH extended method. Fractions containing product from each MDAP were c... Reactants: BrC=1N=C(N(C1)C(C1=CC=CC=C1)(C1=CC=CC=C1)C1=CC=CC=C1)C=O (4-bromo-1-trityl-1H-imidazole-2-carbaldehyde), C(C)C=1C=CC(=C(C1)C1=CC=CC=C1)F (5-Ethyl-2-fluoro-biphenyl), CN(C)CCN(C)CCN(C)C (PMDTA), [Li]CCCC (BuLi). Run in C1CCOC1 (THF), C1CCOC1 (THF). Run at temperature -40 celsius. Product: BrC=1N=C(N(C1)C(C1=CC=CC=C1)(C1=CC=CC=C1)C1=CC=CC=C1)C(O)C=1C(=C(C=C(C1)CC)C1=CC=CC=C1)F ((4-Bromo-1-trityl-1H-imidazol-2-yl)-(5-ethyl-2-fluoro-biphenyl-3-yl)-methanol). Yield: 74.1%. Reaction SMILES: [CH2:1]([C:3]1[CH:4]=[CH:5][C:6]([F:15])=[C:7]([C:9]2[CH:14]=[CH:13][CH:12]=[CH:11][CH:10]=2)[CH:8]=1)[CH3:2].CN(CCN(CCN(C)C)C)C.[Li]CCCC.[Br:33][C:34]1[N:35]=[C:36]([CH:58]=[O:59])[N:37]([C:39]([C:52]2[CH:57]=[CH:56][CH:55]=[CH:54][CH:53]=2)([C:46]2[CH:51]=[CH:50][CH:49]=[CH:48][CH:47]=2)[C:40]2[CH:45]=[CH:44][CH:43]=[CH:42][CH:41]=2)[CH:38]=1>C1COCC1>[Br:33][C:34]1[N:35]=[C:36]([CH:58]([C:5]2[C:6]([F:15])=[C:7]([C:9]3[CH:10]=[CH:11][CH:12]=[CH:13][CH:14]=3)[CH:8]=[C:3]([CH2:1][CH3:2])[CH:4]=2)[OH:59])[N:37]([C:39]([C:46]2[CH:47]=[CH:48][CH:49]=[CH:50][CH:51]=2)([C:52]2[CH:57]=[CH:56][CH:55]=[CH:54][CH:53]=2)[C:40]2[CH:41]=[CH:42][CH:43]=[CH:44][CH:45]=2)[CH:38]=1. Procedure details: To a solution of Intermediate 228.2 (85 mg, 0.424 mmol) and PMDTA (0.10 mL, 0.478 mmol) in 4 ml THF at −78° C., was added BuLi (1.4 M in hexanes, 0.334 mL, 0.467 mmol). The mixture was stirred with warming to −40° C. over 30 min, recooled to −78° C., then a solution of Intermediate 175.1 (177 mg, 0.424 mmol) in 1.5 mL THF was added. The mixture was warmed to rt over 0.5 h. The reaction was quenched with sat. NH4Cl, then was diluted with EtOAc. The organic phase was washed with H2O (2×) and brine...